The task is: describe an organic reaction: reactants, conditions, products, and yield. This data is from the Open Reaction Database (ORD), a public repository of structured organic reaction records. Reactants: [BH4-].[Na+] (sodium borohydride), C([O-])(O)=O.[Na+] (sodium bicarbonate), C(C)(C)(C)OC(COC1=CC(=CC=C1)CN)=O ((3-aminomethyl-phenoxy)-acetic acid tert-butyl ester), 20, C(C)(C)(C)C1=CC=C(C=O)C=C1 (4-tert-butylbenzaldehyde). Solvent: O (water), CO (MeOH). Conditions: time 2 hour. Yields the product C(C)(C)(C)OC(COC1=CC(=CC=C1)CNCC1=CC=C(C=C1)C(C)(C)C)=O ({3-[(4-tert-Butyl-benzylamino)-methyl]-phenoxy}acetic acid tert-butyl ester). Reaction SMILES: [C:1]([O:5][C:6](=[O:17])[CH2:7][O:8][C:9]1[CH:14]=[CH:13][CH:12]=[C:11]([CH2:15][NH2:16])[CH:10]=1)([CH3:4])([CH3:3])[CH3:2].[C:18]([C:22]1[CH:29]=[CH:28][C:25]([CH:26]=O)=[CH:24][CH:23]=1)([CH3:21])([CH3:20])[CH3:19].[BH4-].[Na+].C(=O)(O)[O-].[Na+]>CO.O>[C:1]([O:5][C:6](=[O:17])[CH2:7][O:8][C:9]1[CH:14]=[CH:13][CH:12]=[C:11]([CH2:15][NH:16][CH2:26][C:25]2[CH:28]=[CH:29][C:22]([C:18]([CH3:21])([CH3:20])[CH3:19])=[CH:23][CH:24]=2)[CH:10]=1)([CH3:4])([CH3:2])[CH3:3] |f:2.3,4.5|. Procedure details: To a solution of (3-aminomethyl-phenoxy)-acetic acid tert-butyl ester prepared in Step C of Preparation 20 (0.497 g, 2.09 mmol) in MeOH (8 mL) was added 4-tert-butylbenzaldehyde (0.33 mL, 1.97 mmol), and the mixture was stirred at room temperature for 2 h. The solution was cooled to 0° C. and sodium borohydride (0.119 g, 3.15 mmol) was added in one portion. The mixture was stirred for 10 min, and a 1:1 solution of water:aqueous saturated sodium bicarbonate was added to the solution. The product ...